This data is from the Open Reaction Database (ORD), a public repository of structured organic reaction records. The task is: describe an organic reaction: reactants, conditions, products, and yield Product: FC(C(=O)N(C)C1(CC(C1)O)C1=CC=C(C=C1)C1=NC=2C=CN3C(C2C=C1C1=CC=CC=C1)=NN=C3C3=NC=CC=N3)(F)F (2,2,2-trifluoro-N-(3-hydroxy-1-{4-[9-phenyl-3-(2-pyrimidinyl)[1,2,4]triazolo[3,4-f]-1,6-naphthyridin-8-yl]phenyl}cyclobutyl)-N-methylacetamide). Reactants: FC(C(=O)NC1(CC(C1)O)C1=CC=C(C=C1)C1=NC=2C=CN3C(C2C=C1C1=CC=CC=C1)=NN=C3C3=NC=CC=N3)(F)F (2,2,2-trifluoro-N-(3-hydroxy-1-{4-[9-phenyl-3-(2-pyrimidinyl)[1,2,4]triazolo[3,4-f]-1,6-naphthyridin-8-yl]phenyl}cyclobutyl)acetamide), IC (iodomethane), C(=O)([O-])[O-].[K+].[K+] (K2CO3). RXN SMILES: [F:1][C:2]([F:43])([F:42])[C:3]([NH:5][C:6]1([C:11]2[CH:16]=[CH:15][C:14]([C:17]3[C:26]([C:27]4[CH:32]=[CH:31][CH:30]=[CH:29][CH:28]=4)=[CH:25][C:24]4[C:23]5=[N:33][N:34]=[C:35]([C:36]6[N:41]=[CH:40][CH:39]=[CH:38][N:37]=6)[N:22]5[CH:21]=[CH:20][C:19]=4[N:18]=3)=[CH:13][CH:12]=2)[CH2:9][CH:8]([OH:10])[CH2:7]1)=[O:4].IC.[C:46]([O-])([O-])=O.[K+].[K+]>CN(C=O)C>[F:43][C:2]([F:42])([F:1])[C:3]([N:5]([C:6]1([C:11]2[CH:12]=[CH:13][C:14]([C:17]3[C:26]([C:27]4[CH:28]=[CH:29][CH:30]=[CH:31][CH:32]=4)=[CH:25][C:24]4[C:23]5=[N:33][N:34]=[C:35]([C:36]6[N:41]=[CH:40][CH:39]=[CH:38][N:37]=6)[N:22]5[CH:21]=[CH:20][C:19]=4[N:18]=3)=[CH:15][CH:16]=2)[CH2:9][CH:8]([OH:10])[CH2:7]1)[CH3:46])=[O:4] |f:2.3.4|. Run at time 1 hour. Reported procedure: A mixture of 2,2,2-trifluoro-N-(3-hydroxy-1-{4-[9-phenyl-3-(2-pyrimidinyl)[1,2,4]triazolo[3,4-f]-1,6-naphthyridin-8-yl]phenyl}cyclobutyl)acetamide (4-3) (16 mg, 0.043 mmol), iodomethane (0.0034 mL, 0.055 mmol), and K2CO3 (7.6 mg, 0.055 mmol) in DMF (1 mL) was stirred at room temperature for 1 hour. The mixture was quenched with water, extracted with EtOAc, washed with brine, dried (MgSO4), filtered, and concentrated under reduced pressure to give 2,2,2-trifluoro-N-(3-hydroxy-1-{-4-[9-phenyl-3-(2... Run in CN(C)C=O (DMF). The reactants are CC(C=CC1=CC=C(C(=O)O)C=C1)(C)C (4-(3,3-dimethyl-but-1-enyl)-benzoic acid), COC1=CC(=CC=C1)N (m-Anisidine), C(C(=O)Cl)(=O)Cl (oxalyl chloride). Solvent: CCOC(=O)C (EtOAc), CCOC(=O)C (EtOAc), CN(C)C=O (DMF). Conditions: time 1 hour. Product: CC(/C=C/C1=CC=C(C(=O)NC2=CC(=CC=C2)OC)C=C1)(C)C (4-((E)-3,3-Dimethyl-but-1-enyl)-N-(3-methoxy-phenyl)-benzamide). Reaction SMILES: [CH3:1][C:2]([CH3:15])([CH3:14])[CH:3]=[CH:4][C:5]1[CH:13]=[CH:12][C:8]([C:9]([OH:11])=O)=[CH:7][CH:6]=1.C(Cl)(=O)C(Cl)=O.[CH3:22][O:23][C:24]1[CH:29]=[CH:28][CH:27]=[C:26]([NH2:30])[CH:25]=1>CCOC(C)=O.CN(C=O)C>[CH3:14][C:2]([CH3:1])([CH3:15])/[CH:3]=[CH:4]/[C:5]1[CH:6]=[CH:7][C:8]([C:9]([NH:30][C:26]2[CH:27]=[CH:28][CH:29]=[C:24]([O:23][CH3:22])[CH:25]=2)=[O:11])=[CH:12][CH:13]=1. Reported procedure: To a cooled (0° C.) and well stirred suspension of 4-(3,3-dimethyl-but-1-enyl)-benzoic acid (1.5 g, 7.34 mMol) in a mixture of EtOAc and DMF (1:1, 25 mL) is added oxalyl chloride (0.364 g, 4.04 mMol) slowly drop-wise and the mixture is agitated for one hour. m-Anisidine (1.36 g, 11.01 mMol) is then added in EtOAc (5 mL) and the mixture is stirred for 6.0 hours before being quenched with saturated potassium carbonate solution. The precipitate is filtered, washed with water and vacuum dried to obt... Starting materials: CCC(=O)Cl, CN(C)C=O, ClCCl, Nc1nc(CN2CCC(OC(c3ccccc3)c3ccccc3)CC2)cs1, O, c1ccncc1. Yields the product CCC(=O)Nc1nc(CN2CCC(OC(c3ccccc3)c3ccccc3)CC2)cs1. Reaction SMILES: [C:34]([CH2:35][CH3:36])(=[O:37])[Cl:38].[CH3:40][N:41]([CH3:42])[CH:43]=[O:44].[Cl:45][CH2:46][Cl:47].[NH2:1][c:2]1[s:3][cH:4][c:5]([CH2:7][N:8]2[CH2:9][CH2:10][CH:11]([O:14][CH:15]([c:16]3[cH:17][cH:18][cH:19][cH:20][cH:21]3)[c:22]3[cH:23][cH:24][cH:25][cH:26][cH:27]3)[CH2:12][CH2:13]2)[n:6]1.[OH2:39].[cH:28]1[cH:29][cH:30][n:31][cH:32][cH:33]1>>[NH:1]([c:2]1[s:3][cH:4][c:5]([CH2:7][N:8]2[CH2:9][CH2:10][CH:11]([O:14][CH:15]([c:16]3[cH:17][cH:18][cH:19][cH:20][cH:21]3)[c:22]3[cH:23][cH:24][cH:25][cH:26][cH:27]3)[CH2:12][CH2:13]2)[n:6]1)[C:34]([CH2:35][CH3:36])=[O:37]. Starting materials: C(C)(=O)OCCOC1=C(C=C(C=C1)[N+](=O)[O-])OC (2-(2-methoxy-4-nitrophenoxy)ethyl acetate). The reagents and catalysts are [Pd] (Pd/C). Solvent: C(C)(=O)OCC (ethyl acetate). Run at time 2 hour. The product is NC1=CC(=C(OCCOC(C)=O)C=C1)OC (acetic acid 2-(4-amino-2-methoxy-phenoxy)-ethyl ester). The yield is 99.3%. Reaction SMILES: [C:1]([O:4][CH2:5][CH2:6][O:7][C:8]1[CH:13]=[CH:12][C:11]([N+:14]([O-])=O)=[CH:10][C:9]=1[O:17][CH3:18])(=[O:3])[CH3:2]>C(OCC)(=O)C.[Pd]>[NH2:14][C:11]1[CH:12]=[CH:13][C:8]([O:7][CH2:6][CH2:5][O:4][C:1](=[O:3])[CH3:2])=[C:9]([O:17][CH3:18])[CH:10]=1. Procedure details: A suspension of 2-(2-methoxy-4-nitrophenoxy)ethyl acetate (1.5 g, 5.9 mmol) and Pd/C (Aldrich, 10%, 0.2 g) in ethyl acetate (19 mL) was vigorously shaken in a Parr under atmosphere of H2 (50 psi) for 2 h. The mixture was filtered through a short pad of celite. The filtrate was concentrated to give acetic acid 2-(4-amino-2-methoxy-phenoxy)-ethyl ester as a light brown oil (1.32 g, 91%). Starting materials: CC(=O)c1cc(Br)ccc1O, C1CCNC1, CO, O=C1CCCCC1. Yields the product O=C1CC2(CCCCC2)Oc2ccc(Br)cc21. Reaction SMILES: [Br:1][c:2]1[cH:3][cH:4][c:5]([OH:11])[c:6]([C:8]([CH3:9])=[O:10])[cH:7]1.[CH2:19]1[CH2:20][NH:21][CH2:22][CH2:23]1.[CH3:24][OH:25].[O:12]=[C:13]1[CH2:14][CH2:15][CH2:16][CH2:17][CH2:18]1>>[Br:1][c:2]1[cH:3][cH:4][c:5]2[c:6]([cH:7]1)[C:8](=[O:10])[CH2:9][C:13]1([O:11]2)[CH2:14][CH2:15][CH2:16][CH2:17][CH2:18]1.